From a dataset of the Open Reaction Database (ORD), a public repository of structured organic reaction records. describe an organic reaction: reactants, conditions, products, and yield Starting materials: [NH2-].[Na+] (sodamide), N (ammonia), C(C)(C)(C)C1=CC=NC=C1 (4-t-butylpyridine), [H][H] (hydrogen), N (ammonia), [H][H] (hydrogen). Run in O (water), liquid. Run at temperature 135 celsius. The product is C(C)(C)(C)C1=CC(=NC=C1)C1=NC=CC(=C1)C(C)(C)C (4,4'-di-(t-butyl)-2,2'-bipyridyl). The yield is 24.7%. RXN SMILES: [NH2-:1].[Na+].N.[C:4]([C:8]1[CH:13]=[CH:12][N:11]=[CH:10][CH:9]=1)([CH3:7])([CH3:6])[CH3:5].[H][H]>O>[C:4]([C:8]1[CH:13]=[CH:12][N:11]=[C:10]([C:12]2[CH:13]=[C:8]([C:4]([CH3:7])([CH3:6])[CH3:5])[CH:9]=[CH:10][N:1]=2)[CH:9]=1)([CH3:7])([CH3:6])[CH3:5] |f:0.1|. Procedure: In a one-liter, three-neck flask, equipped with a stirrer and dropping funnel, was prepared one mole of sodamide (23.0 g of sodium and iron catalyst) in 700 cc of liquid ammonia. The ammonia was replaced with 589.7 g (4.37 moles) of 4-t-butylpyridine. The mixture was heated to 135° C. at which time the purple reaction mixture began evolving hydrogen. The reaction was continued for 3.1 hours at 135°-149° C. until hydrogen evolution became slow. The reaction mixture was cooled to 100° C. and hydro... Starting materials: [OH-].[Na+] (sodium hydroxide), Cl (hydrochloric acid), C1(=CC=CC=C1)C(=C(C1=CC=C(C=C1)OCOC)C1=CC=C(C=C1)OCCN1CCOCC1)C(F)(F)F (2-phenyl-3,3,3-trifluoro-1-[4-(2-morpholinoethoxy)-phenyl]-1-(4-methoxymethoxy-phenyl)-propene), 10. The solvent is CO (methanol). Reaction conditions: time 1 hour. Product: C1(=CC=CC=C1)C(=C(C1=CC=C(C=C1)OCCN1CCOCC1)C1=CC=C(C=C1)O)C(F)(F)F (2-phenyl-3,3,3-trifluoro-1-(4-hydroxyphenyl)-1-[4-(2-morpholinoethoxy)-phenyl]-propene). The yield is 79.2%. As a reaction SMILES: Cl.[C:2]1([C:8]([C:35]([F:38])([F:37])[F:36])=[C:9]([C:20]2[CH:25]=[CH:24][C:23]([O:26][CH2:27][CH2:28][N:29]3[CH2:34][CH2:33][O:32][CH2:31][CH2:30]3)=[CH:22][CH:21]=2)[C:10]2[CH:15]=[CH:14][C:13]([O:16]COC)=[CH:12][CH:11]=2)[CH:7]=[CH:6][CH:5]=[CH:4][CH:3]=1.[OH-].[Na+]>CO>[C:2]1([C:8]([C:35]([F:38])([F:37])[F:36])=[C:9]([C:10]2[CH:11]=[CH:12][C:13]([OH:16])=[CH:14][CH:15]=2)[C:20]2[CH:25]=[CH:24][C:23]([O:26][CH2:27][CH2:28][N:29]3[CH2:34][CH2:33][O:32][CH2:31][CH2:30]3)=[CH:22][CH:21]=2)[CH:7]=[CH:6][CH:5]=[CH:4][CH:3]=1 |f:2.3|. Procedure details: 10 ml of a 9% methanolic hydrochloric acid are added to a solution of 3.08 g (6 mmoles) of 2-phenyl-3,3,3-trifluoro-1-[4-(2-morpholinoethoxy)-phenyl]-1-(4-methoxymethoxy-phenyl)-propene in 40 ml of methanol, and the mixture is boiled for one hour. The solution is rendered alkaline with 1.5 ml of a 10 n sodium hydroxide solution and then evaporated. The residue is dissolved in 400 ml of ether, the solution is washed with water until neutral, dried and evaporated. The residue is crystallized from ...